Dataset: the Open Reaction Database (ORD), a public repository of structured organic reaction records. Task: describe an organic reaction: reactants, conditions, products, and yield Product: C(C)OC1=C(N)C=C(C(=C1)N=NC1=CC=C(C=C1)[N+](=O)[O-])OCC (2,5-Diethoxy-4-((4-nitrophenyl)diazenyl)aniline). Solvent: O (water), Cl (HCl), O (water), Cl (HCl). Procedure details: 4-Nitroaniline (6.9 g, 0.05 mol) is suspended in water (150 ml) and 35% HCl (17.3 g) is added. To this is added a solution of sodium nitrite (3.6 g, 0.053 mol) at 0-5° C., pH<1. Once all solid has dissolved, excess nitrous acid is destroyed by addition of sulfamic acid and the solution is then added dropwise to a solution of 2,5-diethoxyaniline (9.4 g, 0.052 mol) in water (300 ml) and 35% HCl Reactants: [N+](=O)([O-])C1=CC=C(N)C=C1 (4-Nitroaniline), N(=O)[O-].[Na+] (sodium nitrite), C(C)OC1=C(N)C=C(C=C1)OCC (2,5-diethoxyaniline). As a reaction SMILES: [N+:1]([C:4]1[CH:10]=[CH:9][C:7]([NH2:8])=[CH:6][CH:5]=1)([O-:3])=[O:2].[N:11]([O-])=O.[Na+].[CH2:15]([O:17][C:18]1[CH:24]=[CH:23][C:22]([O:25][CH2:26][CH3:27])=[CH:21][C:19]=1[NH2:20])[CH3:16]>O.Cl>[CH2:26]([O:25][C:22]1[CH:21]=[C:19]([N:20]=[N:8][C:7]2[CH:9]=[CH:10][C:4]([N+:1]([O-:3])=[O:2])=[CH:5][CH:6]=2)[C:18]([O:17][CH2:15][CH3:16])=[CH:24][C:23]=1[NH2:11])[CH3:27] |f:1.2|. Reactants: NC1=NC2=C(C=3C=C(C=NC13)CCC1=CC=C(C=C1)C(C)=O)C=CC(=C2)C (1-(4-(2-(5-amino-8-methylbenzo[f][1,7]naphthyridin-2-yl)ethyl)phenyl)ethanone), C(O)CN (ethanol amine), C(=O)(C(F)(F)F)O (TFA). Yields the product NC1=NC2=C(C=3C=C(C=NC13)CCC1=CC=C(C=C1)C(C)NCCO)C=CC(=C2)C (2-(1-(4-(2-(5-Amino-8-methylbenzo[f][1,7]naphthyridin-2-yl)ethyl)phenyl)ethylamino)ethanol). RXN SMILES: [NH2:1][C:2]1[C:11]2[N:10]=[CH:9][C:8]([CH2:12][CH2:13][C:14]3[CH:19]=[CH:18][C:17]([C:20](=O)[CH3:21])=[CH:16][CH:15]=3)=[CH:7][C:6]=2[C:5]2[CH:23]=[CH:24][C:25]([CH3:27])=[CH:26][C:4]=2[N:3]=1.[CH2:28]([CH2:30][NH2:31])[OH:29].C(O)(C(F)(F)F)=O>>[NH2:1][C:2]1[C:11]2[N:10]=[CH:9][C:8]([CH2:12][CH2:13][C:14]3[CH:19]=[CH:18][C:17]([CH:20]([NH:31][CH2:30][CH2:28][OH:29])[CH3:21])=[CH:16][CH:15]=3)=[CH:7][C:6]=2[C:5]2[CH:23]=[CH:24][C:25]([CH3:27])=[CH:26][C:4]=2[N:3]=1. Procedure details: 2-(1-(4-(2-(5-Amino-8-methylbenzo[f][1,7]naphthyridin-2-yl)ethyl)phenyl)ethylamino)ethanol (from Example 171) was prepared from 1-(4-(2-(5-amino-8-methylbenzo[f][1,7]naphthyridin-2-yl)ethyl)phenyl)ethanone and ethanol amine (commercially available) following the procedures described for Example 176. 1H NMR (Acetone-d6) of TFA Salt: δ 8.78 (d, 1H), 8.29 (d, 1H), 7.83 (s, 1H), 7.45 (m, 3H), 7.28 (m, 3H), 4.22 (m, 1H), 3.52 (m, 2H), 3.23 (t, 2H), 3.09 (t, 2H), 2.85 (m, 1H), 2.65 (m, 1H), 2.41 (s, 3... Starting materials: NC1=NC2=C(C=3C=C(C=NC13)CCC1=CC=C(C=C1)C(C)=O)C=CC(=C2)C (1-(4-(2-(5-amino-8-methylbenzo[f][1,7]naphthyridin-2-yl)ethyl)phenyl)ethanone), N1=CC=C(C=C1)CCN (2-(pyridin-4-yl)ethanamine), C(=O)(C(F)(F)F)O (TFA). Yields the product CC1=CC=2C(=C3C=C(C=NC3=C(N2)N)CCC2=CC=C(C=C2)C(C)NCCC2=CC=NC=C2)C=C1 (8-Methyl-2-(4-(1-(2-(pyridin-4-yl)ethylamino)ethyl)phenethyl)benzo[f][1,7]naphthyridin-5-amine). RXN SMILES: [NH2:1][C:2]1[C:11]2[N:10]=[CH:9][C:8]([CH2:12][CH2:13][C:14]3[CH:19]=[CH:18][C:17]([C:20](=O)[CH3:21])=[CH:16][CH:15]=3)=[CH:7][C:6]=2[C:5]2[CH:23]=[CH:24][C:25]([CH3:27])=[CH:26][C:4]=2[N:3]=1.[N:28]1[CH:33]=[CH:32][C:31]([CH2:34][CH2:35][NH2:36])=[CH:30][CH:29]=1.C(O)(C(F)(F)F)=O>>[CH3:27][C:25]1[CH:24]=[CH:23][C:5]2=[C:6]3[C:11](=[C:2]([NH2:1])[N:3]=[C:4]2[CH:26]=1)[N:10]=[CH:9][C:8]([CH2:12][CH2:13][C:14]1[CH:15]=[CH:16][C:17]([CH:20]([NH:36][CH2:35][CH2:34][C:31]2[CH:32]=[CH:33][N:28]=[CH:29][CH:30]=2)[CH3:21])=[CH:18][CH:19]=1)=[CH:7]3. Procedure: 8-Methyl-2-(4-(1-(2-(pyridin-4-yl)ethylamino)ethyl)phenethyl)benzo[f][1,7]naphthyridin-5-amine was prepared from 1-(4-(2-(5-amino-8-methylbenzo[f][1,7]naphthyridin-2-yl)ethyl)phenyl)ethanone (from Example 171) and 2-(pyridin-4-yl)ethanamine (commercially available) following the procedures described for Example 182. 1H NMR (Acetone-d6) TFA Salt: δ 8.94 (m, 2H), 8.92 (d, 2H), 8.73 (s, 1H), 8.43 (d, 1H), 7.60 (m, 2H), 7.40 (m, 2H), 7.16-7.26 (m, 3H), 4.55 (m, 1H), 3.55 (m, 4H), 2.56 (m, 4H), 2.12 ... Reactants: BrC=1C=C(SC1Br)C1=NNC=C1 (3-(4,5-dibromo-2-thienyl)-1H-pyrazole), C(C)(C)I (Isopropyl iodide), O (Water), [H-].[Na+] (Sodium hydride). Solvent: CN(C=O)C (N,N-dimethylformamide), CC(C)(C)OC (MTBE). Reaction conditions: time 15 minute. Yields the product BrC=1C=C(SC1Br)C1=NN(C=C1)C(C)C (3-(4,5-dibromo-2-thienyl)-1-isopropyl-1H-pyrazole), BrC=1C=C(SC1Br)C1=CC=NN1C(C)C (5-(4,5-dibromo-2-thienyl)-1-isopropyl-1H-pyrazole). Isolated yield 7.0%. Reaction SMILES: [Br:1][C:2]1[CH:3]=[C:4]([C:8]2[CH:12]=[CH:11][NH:10][N:9]=2)[S:5][C:6]=1[Br:7].[H-].[Na+].[CH:15](I)([CH3:17])[CH3:16].O>CN(C)C=O.CC(OC)(C)C>[Br:1][C:2]1[CH:3]=[C:4]([C:8]2[CH:12]=[CH:11][N:10]([CH:15]([CH3:17])[CH3:16])[N:9]=2)[S:5][C:6]=1[Br:7].[Br:1][C:2]1[CH:3]=[C:4]([C:8]2[N:9]([CH:15]([CH3:17])[CH3:16])[N:10]=[CH:11][CH:12]=2)[S:5][C:6]=1[Br:7] |f:1.2|. Procedure details: 3-(4,5-dibromo-2-thienyl)-1H-pyrazole (9.4 mmol) was dissolved in 20 mL dry N,N-dimethylformamide under argon atmosphere. Sodium hydride (11.3 mmol, 60% dispersion in mineral oil) was added in portions at room temperature. The reaction mixture was stirred at room temperature for 15 min. Isopropyl iodide (14.1 mmol) was added dropwise and the reaction mixture was stirred at room temperature for 14 h. Water and MTBE were added to the reaction mixture. The phases were separated and the aqueous phas... Starting materials: CC1(OC[C@H]2[C@@H](O1)C=CCO2)C (racemic cis-2,2-dimethyl-4,4a,6,8a-tetrahydro-pyrano[3,2-d][1,3]dioxine), K3Fe(CN)6, C(=O)([O-])[O-].[K+].[K+] (K2CO3), CS(=O)(=O)N (MeSO2NH2), CC[C@H]1CN2CC[C@H]1C[C@@H]2[C@H](C3=C4C=C(C=CC4=NC=C3)OC)OC5=NN=C(C6=CC=CC=C65)O[C@H]([C@H]7C[C@@H]8CCN7C[C@@H]8CC)C9=C1C=C(C=CC1=NC=C9)OC ((DHQD)2PHAL), O.C(C)(C)(C)O (H2O tert-BuOH), [O-]S(=O)[O-].[Na+].[Na+] (Na2SO3). The reagents and catalysts are O=[Os](=O)(=O)=O (OsO4). Run at time 5 minute. The product is CC1(OC[C@H]2[C@@H](O1)[C@@H]([C@@H](CO2)O)O)C ((+)-(4aS,7R,8R,8aS)-2,2-dimethyl-hexahydro-pyrano[3,2-d][1,3]dioxine-7,8-diol). RXN SMILES: C[C:2]1([CH3:12])[O:7][C@H:6]2[CH:8]=CC[O:11][C@H:5]2CO1.[C:13]([O-:16])([O-])=O.[K+].[K+].CS(N)(=O)=O.CC[C@@H]1[C@@H]2C[C@H]([C@@H](OC3C4C(=CC=CC=4)C(O[C@@H](C4C=CN=C5C=4C=C(OC)C=C5)[C@@H]4N5C[C@H](CC)[C@@H](CC5)C4)=NN=3)C3C=CN=C4C=3C=C([O:45]C)C=C4)N(CC2)C1.[O-]S([O-])=O.[Na+].[Na+].O.[C:89]([OH:93])([CH3:92])([CH3:91])C>O=[Os](=O)(=O)=O>[CH3:92][C:89]1([CH3:91])[O:93][C@H:8]2[C@H:13]([OH:16])[C@H:12]([OH:45])[CH2:2][O:7][C@H:6]2[CH2:5][O:11]1 |f:1.2.3,6.7.8,9.10|. Procedure details: To a solution of racemic cis-2,2-dimethyl-4,4a,6,8a-tetrahydro-pyrano[3,2-d][1,3]dioxine (100 mg. 0.58 mmol) in 4 mL of H2O-tert-BuOH (1:1), were added sequentially K3Fe(CN)6 (580 mg, 1.76 mmol), K2CO3 (243 mg, 1.76 mmol), MeSO2NH2 (110 mg, 1.16 mmol) and (DHQD)2PHAL (60 mg, 0.08 mmol) at 0° C. The solution was stirred for 5 min and OsO4 (10 μL, 25 wt % in tert-BuOH) was added and stirring was maintained for 62 H at ambient temperature. Na2SO3 (100 mg) was added and the mixture was stirred for 3... Reported procedure: The title compound was prepared using standard chemical manipulations and procedures similar to those used for the preparation of compound 5.7, except tert-butyl 4-(5-iodo-4-methyl-1H-imidazol-2-yl)piperidine-1-carboxylate (compound 182.1) was used in place of 5-iodo-2,4-dimethyl-1H-imidazole (compound 5.5). The reactants are CC=1NC(=C(N1)C)C=1C=C(C(=O)O)C=CC1C (3-(2,4-dimethyl-1H-imidazol-5-yl)-4-methylbenzoic acid), IC1=C(N=C(N1)C1CCN(CC1)C(=O)OC(C)(C)C)C (tert-butyl 4-(5-iodo-4-methyl-1H-imidazol-2-yl)piperidine-1-carboxylate), IC1=C(N=C(N1)C1CCN(CC1)C(=O)OC(C)(C)C)C (tert-butyl 4-(5-iodo-4-methyl-1H-imidazol-2-yl)piperidine-1-carboxylate), IC1=C(N=C(N1)C)C (5-iodo-2,4-dimethyl-1H-imidazole). The product is C(C)(C)(C)OC(=O)N1CCC(CC1)C=1NC(=C(N1)C)C=1C=C(C(=O)O)C=CC1C (3-(2-(1-(tert-Butoxycarbonyl)piperidin-4-yl)-4-methyl-1H-imidazol-5-yl)-4-methylbenzoic acid). As a reaction SMILES: [CH3:1][C:2]1[NH:3][C:4]([C:8]2[CH:9]=[C:10]([CH:14]=[CH:15][C:16]=2[CH3:17])[C:11]([OH:13])=[O:12])=[C:5]([CH3:7])[N:6]=1.IC1NC(C2[CH2:29][CH2:28][N:27]([C:30]([O:32][C:33]([CH3:36])([CH3:35])[CH3:34])=[O:31])[CH2:26][CH2:25]2)=NC=1C.IC1NC(C)=NC=1C>>[C:33]([O:32][C:30]([N:27]1[CH2:28][CH2:29][CH:1]([C:2]2[NH:3][C:4]([C:8]3[CH:9]=[C:10]([CH:14]=[CH:15][C:16]=3[CH3:17])[C:11]([OH:13])=[O:12])=[C:5]([CH3:7])[N:6]=2)[CH2:25][CH2:26]1)=[O:31])([CH3:36])([CH3:35])[CH3:34]. Reactants: ClC1=NC(=NC(=C1[N+](=O)[O-])Cl)NC(C)=O (N1-(4,6-Dichloro-5-nitro-2-pyrimidinyl)acetamide), [H][H] (hydrogen). The reagents and catalysts are [Ni] (Raney nickel). Solvent: CO (methanol). Yields the product NC=1C(=NC(=NC1Cl)NC(C)=O)Cl (N1-(5-amino-4,6-dichloro-2-pyrimidinyl) acetamide). Isolated yield 50.4%. RXN SMILES: [Cl:1][C:2]1[C:7]([N+:8]([O-])=O)=[C:6]([Cl:11])[N:5]=[C:4]([NH:12][C:13](=[O:15])[CH3:14])[N:3]=1.[H][H]>[Ni].CO>[NH2:8][C:7]1[C:6]([Cl:11])=[N:5][C:4]([NH:12][C:13](=[O:15])[CH3:14])=[N:3][C:2]=1[Cl:1]. Procedure details: N1-(4,6-Dichloro-5-nitro-2-pyrimidinyl)acetamide (100 g, 0.40 mol) and Raney nickel (100 g, wet) were suspended in methanol (1.5 L) and stirred vigorously for 5 hours in a hydrogen atmosphere, at ordinary temperature and at normal pressure. After the nickel was filtered off, the filtrate was concentrated. The residue was crystallized from methanol/ethyl acetate, and the crystals were collected by filtration and washed with ethyl acetate, to give the title compound (44.6 g, 51%) as a brown solid. Reactants: C[Si](C)(C)OP(O[Si](C)(C)C)(=O)CCCC#N (bistrimethylsilyl-3-cyanopropylphosphonate), [O-]CCC.[O-]CCC.[O-]CCC.[O-]CCC.[Zr+4] (zirconium tetra propoxide). Run in C(Cl)(Cl)(Cl)Cl (CCl4). Reaction conditions: temperature 60 celsius. Product: [Zr].C(#N)CCCP([O-])([O-])=O (zirconium 3-cyanopropylphosphonate). As a reaction SMILES: C[Si]([O:5][P:6]([CH2:13][CH2:14][CH2:15][C:16]#[N:17])(=[O:12])[O:7][Si](C)(C)C)(C)C.[O-]CCC.[O-]CCC.[O-]CCC.[O-]CCC.[Zr+4:34]>C(Cl)(Cl)(Cl)Cl>[Zr:34].[C:16]([CH2:15][CH2:14][CH2:13][P:6](=[O:5])([O-:12])[O-:7])#[N:17] |f:1.2.3.4.5,7.8|. Procedure details: A 2.5 ml portion of the above prepared bistrimethylsilyl-3-cyanopropylphosphonate solution in CCl4 was added dropwise 0.049 g of zirconium tetra propoxide. The reaction mixture was heated to 60° C. and filtered. The filtrate was saved. About 0.058 g of zirconium-3-cyanopropylphosphonate was formed. The reactants are CC(=O)C=1C(=CC=CC1O)O (2,6-dihydroxyacetophenone), C(Cl)C1CO1 (epichlorohydrin), [OH-].[K+] (potassium hydroxide). Run in C(C)(C)O (isopropanol). The product is C(C)(=O)C1=C(OCC(COC2=C(C(=CC=C2)O)C(C)=O)O)C=CC=C1O (1,3-bis(2-acetyl-3-hydroxyphenoxy)-2-hydroxypropane). RXN SMILES: [CH3:1][C:2]([C:4]1[C:5]([OH:11])=[CH:6][CH:7]=[CH:8][C:9]=1[OH:10])=[O:3].[CH2:12]([CH:14]1[O:16][CH2:15]1)Cl.[OH-:17].[K+]>C(O)(C)C>[C:2]([C:4]1[C:9]([OH:10])=[CH:8][CH:7]=[CH:6][C:5]=1[O:11][CH2:1][CH:2]([OH:3])[CH2:4][O:17][C:5]1[CH:6]=[CH:7][CH:8]=[C:9]([OH:10])[C:12]=1[C:14](=[O:16])[CH3:15])(=[O:3])[CH3:1] |f:2.3|. Procedure details: reacting 2,6-dihydroxyacetophenone with epichlorohydrin in the presence of potassium hydroxide and isopropanol to form 1,3-bis(2-acetyl-3-hydroxyphenoxy)-2-hydroxypropane;